Dataset: the Open Reaction Database (ORD), a public repository of structured organic reaction records. Task: describe an organic reaction: reactants, conditions, products, and yield Reactants: CC(=O)O, N#Cc1ncccc1Cl, [Na+], [Na+], O, OO, O=S([O-])[O-]. The product is N#Cc1c(Cl)ccc[n+]1[O-]. As a reaction SMILES: [CH3:18][C:19](=[O:20])[OH:21].[Cl:1][c:2]1[c:3]([C:8]#[N:9])[n:4][cH:5][cH:6][cH:7]1.[Na+:16].[Na+:17].[OH2:22].[OH:10][OH:11].[S:12](=[O:13])([O-:14])[O-:15]>>[Cl:1][c:2]1[c:3]([C:8]#[N:9])[n+:4]([O-:13])[cH:5][cH:6][cH:7]1. Starting materials: CCCC(C=O)=CCC1CC=C(C)C1(C)C, CC(C)O, [K+], NCCN, [OH-]. Yields the product CCCC(=CCC1CC=C(C)C1(C)C)CO. RXN SMILES: [CH2:1]([CH2:2][CH3:3])[C:4]([CH:5]=[O:6])=[CH:7][CH2:8][CH:9]1[C:10]([CH3:15])([CH3:16])[C:11]([CH3:14])=[CH:12][CH2:13]1.[CH:23]([OH:24])([CH3:25])[CH3:26].[K+:22].[NH2:17][CH2:18][CH2:19][NH2:20].[OH-:21]>>[CH2:1]([CH2:2][CH3:3])[C:4]([CH2:5][OH:6])=[CH:7][CH2:8][CH:9]1[C:10]([CH3:15])([CH3:16])[C:11]([CH3:14])=[CH:12][CH2:13]1. Reactants: Cl.C1(=CC=CC=C1)N(C(=O)C1=CC2=C(N(C(=N2)CNC2=CC=C(C=C2)C(N)=N)C)C=C1)CCC(=O)OC (1-methyl-2-[N-(4-amidinophenyl)-aminomethyl]-benzimidazol-5-yl-carboxylic acid-N-phenyl-N-(2-methoxycarbonylethyl)-amide-hydrochloride), ClC(=O)OCCCCCC (n-hexyl chloroformate), C34H40N6O5. Run in ClCCl.C(C)O (dichloromethane ethanol). The product is C1(=CC=CC=C1)N(C(=O)C1=CC2=C(N(C(=N2)CNC2=CC=C(C=C2)C(NC(=O)OCCCCCC)=N)C)C=C1)CCC(=O)OC (1-Methyl-2-[N-[4-(N-n-hexyloxycarbonylamidino)phenyl]-aminomethyl]-benzimidazol-5-yl-carboxylic acid-N-phenyl-N-(2-methoxycarbonylethyl)-amide). Isolated yield 54.0%. Reaction SMILES: Cl.[C:2]1([N:8]([CH2:32][CH2:33][C:34]([O:36][CH3:37])=[O:35])[C:9]([C:11]2[CH:31]=[CH:30][C:14]3[N:15]([CH3:29])[C:16]([CH2:18][NH:19][C:20]4[CH:25]=[CH:24][C:23]([C:26](=[NH:28])[NH2:27])=[CH:22][CH:21]=4)=[N:17][C:13]=3[CH:12]=2)=[O:10])[CH:7]=[CH:6][CH:5]=[CH:4][CH:3]=1.Cl[C:39]([O:41][CH2:42][CH2:43][CH2:44][CH2:45][CH2:46][CH3:47])=[O:40]>ClCCl.C(O)C>[C:2]1([N:8]([CH2:32][CH2:33][C:34]([O:36][CH3:37])=[O:35])[C:9]([C:11]2[CH:31]=[CH:30][C:14]3[N:15]([CH3:29])[C:16]([CH2:18][NH:19][C:20]4[CH:25]=[CH:24][C:23]([C:26](=[NH:27])[NH:28][C:39]([O:41][CH2:42][CH2:43][CH2:44][CH2:45][CH2:46][CH3:47])=[O:40])=[CH:22][CH:21]=4)=[N:17][C:13]=3[CH:12]=2)=[O:10])[CH:3]=[CH:4][CH:5]=[CH:6][CH:7]=1 |f:0.1,3.4|. Reported procedure: Prepared analogously to Example 90 from 1-methyl-2-[N-(4-amidinophenyl)-aminomethyl]-benzimidazol-5-yl-carboxylic acid-N-phenyl-N-(2-methoxycarbonylethyl)-amide-hydrochloride and n-hexyl chloroformate. Yield: 54% of theory, C34H40N6O5 (612.7) Rf value: 0.45 (silica gel; dichloromethane/ethanol=19:1) EKA mass spectrum: (M+H)+ =613 Reactants: C[O-].[Na+] (sodium methoxide), ClC1=NC(=C(C=C1[N+](=O)[O-])C)C1=C(C=C(C=C1)OC(F)(F)F)OC (2-chloro-6-(2-methoxy-4-trifluoromethoxy-phenyl)-5-methyl-3-nitro-pyridine), C[O-].[Na+] (sodium methoxide). Solvent: CO (MeOH), CO (MeOH), CO (MeOH). Yields the product COC1=NC(=C(C=C1[N+](=O)[O-])C)C1=C(C=C(C=C1)OC(F)(F)F)OC (2-methoxy-6-(2-methoxy-4-trifluoromethoxy-phenyl)-5-methyl-3-nitro-pyridine). RXN SMILES: [CH3:1][O-:2].[Na+].Cl[C:5]1[C:10]([N+:11]([O-:13])=[O:12])=[CH:9][C:8]([CH3:14])=[C:7]([C:15]2[CH:20]=[CH:19][C:18]([O:21][C:22]([F:25])([F:24])[F:23])=[CH:17][C:16]=2[O:26][CH3:27])[N:6]=1>CO>[CH3:1][O:2][C:5]1[C:10]([N+:11]([O-:13])=[O:12])=[CH:9][C:8]([CH3:14])=[C:7]([C:15]2[CH:20]=[CH:19][C:18]([O:21][C:22]([F:25])([F:24])[F:23])=[CH:17][C:16]=2[O:26][CH3:27])[N:6]=1 |f:0.1|. Reported procedure: A solution of sodium methoxide in MeOH (14 ml, 25%, 60.7 mmol) is added to a solution of 2-chloro-6-(2-methoxy-4-trifluoromethoxy-phenyl)-5-methyl-3-nitro-pyridine (20 g, 55.14 mmol) in MeOH (170 ml) at room temperature. The mixture is refluxed for 8 hours. Additional sodium methoxide in MeOH (14 ml, 25%, 60.7 mmol) is added and refluxed for 15 hours. After cooling to room temperature, the mixture is concentrated under reduced pressure. Water (300 ml) is added to the concentrated mixture and the...